Task: describe an organic reaction: reactants, conditions, products, and yield. Dataset: the Open Reaction Database (ORD), a public repository of structured organic reaction records Reactants: O=S(=O)(O)Cl, O=[N+]([O-])c1ccccc1, O=S(Cl)Cl. Product: O=[N+]([O-])c1cccc(S(=O)(=O)Cl)c1. Reaction SMILES: [Cl:10][S:11](=[O:12])(=[O:13])[OH:14].[O-:1][N+:2](=[O:3])[c:4]1[cH:5][cH:6][cH:7][cH:8][cH:9]1.[S:15]([Cl:16])([Cl:17])=[O:18]>>[O-:1][N+:2](=[O:3])[c:4]1[cH:5][cH:6][cH:7][c:8]([S:11]([Cl:10])(=[O:12])=[O:13])[cH:9]1.